Dataset: the Open Reaction Database (ORD), a public repository of structured organic reaction records. Task: describe an organic reaction: reactants, conditions, products, and yield Starting materials: ClC1=CC=C(C(=O)NC=2C(=CC(=CC2)N)NC(=O)OC(C2=CC=NC=C2)C2CCNCC2)C=C1 (N1-(4-chlorobenzoyl)-N2-[1-(4-pyridyl)piperidin-4-ylmethoxycarbonyl)-1,2,4-benzenetriamine), N1=CC=CC=C1 (pyridine), CS(=O)(=O)Cl (methanesulfonyl chloride), CO (MeOH). Solvent: C(Cl)Cl (CH2Cl2). Reaction conditions: time 16 hour. The product is ClC1=CC=C(C(=O)NC=2C(=CC(=CC2)NS(=O)(=O)C)NC(=O)OC(C2=CC=NC=C2)C2CCNCC2)C=C1 (N1-(4-Chlorobenzoyl)-N2-[1-(4-pyridyl)piperidin-4-ylmethoxycarbonyl]-N4-(methylsulfonyl)-1,2,4-benzenetriamine). The yield is 44.8%. RXN SMILES: [Cl:1][C:2]1[CH:34]=[CH:33][C:5]([C:6]([NH:8][C:9]2[C:10]([NH:16][C:17]([O:19][CH:20]([CH:27]3[CH2:32][CH2:31][NH:30][CH2:29][CH2:28]3)[C:21]3[CH:26]=[CH:25][N:24]=[CH:23][CH:22]=3)=[O:18])=[CH:11][C:12]([NH2:15])=[CH:13][CH:14]=2)=[O:7])=[CH:4][CH:3]=1.N1C=CC=CC=1.[CH3:41][S:42](Cl)(=[O:44])=[O:43].CO>C(Cl)Cl>[Cl:1][C:2]1[CH:3]=[CH:4][C:5]([C:6]([NH:8][C:9]2[C:10]([NH:16][C:17]([O:19][CH:20]([CH:27]3[CH2:32][CH2:31][NH:30][CH2:29][CH2:28]3)[C:21]3[CH:22]=[CH:23][N:24]=[CH:25][CH:26]=3)=[O:18])=[CH:11][C:12]([NH:15][S:42]([CH3:41])(=[O:44])=[O:43])=[CH:13][CH:14]=2)=[O:7])=[CH:33][CH:34]=1. Reported procedure: A solution of N1-(4-chlorobenzoyl)-N2-[1-(4-pyridyl)piperidin-4-ylmethoxycarbonyl)-1,2,4-benzenetriamine (40 mg, 0.08 mmol) in 5 mL of CH2Cl2 was treated with pyridine (1 mL) and methanesulfonyl chloride (0.008 mL, 0.09 mmol). After 16 h, the mixture was treated with MeOH (1 mL) and then concentrated. The residue was partitioned between EtOAc and NaOH (aq). The organic layer was dried (MgSO4) concentrated, and purified by chromatography (17:3 CH2Cl2:MeOH) affording 20 mg (40%) of the title compo...